Dataset: the Open Reaction Database (ORD), a public repository of structured organic reaction records. Task: describe an organic reaction: reactants, conditions, products, and yield Starting materials: FCC(=O)C1=C(C(=CC=C1)C)F (2-fluoro-1-(2-fluoro-3-methylphenyl)ethanone), CC(C)(C)[S@@](=O)N ((R)-2-methylpropane-2-sulfinamide). Reagents/catalysts: [O-]CC.[Ti+4].[O-]CC.[O-]CC.[O-]CC (titanium (iv) ethoxide). Run in [Cl-].[Na+].O (brine), C1CCOC1 (THF). The product is FC\C(\C1=C(C(=CC=C1)C)F)=N\[S@](=O)C(C)(C)C ((R,E)-N-(2-fluoro-1-(2-fluoro-3-methylphenyl)ethylidene)-2-methylpropane-2-sulfinamide). Isolated yield 58.2%. As a reaction SMILES: [F:1][CH2:2][C:3]([C:5]1[CH:10]=[CH:9][CH:8]=[C:7]([CH3:11])[C:6]=1[F:12])=O.[CH3:13][C:14]([S@:17]([NH2:19])=[O:18])([CH3:16])[CH3:15]>C1COCC1.[Cl-].[Na+].O.[O-]CC.[Ti+4].[O-]CC.[O-]CC.[O-]CC>[F:1][CH2:2]/[C:3](=[N:19]/[S@@:17]([C:14]([CH3:16])([CH3:15])[CH3:13])=[O:18])/[C:5]1[CH:10]=[CH:9][CH:8]=[C:7]([CH3:11])[C:6]=1[F:12] |f:3.4.5,6.7.8.9.10|. Procedure details: To a solution of 2-fluoro-1-(2-fluoro-3-methylphenyl)ethanone (5.03 g, 29.6 mmol) in THF (70 mL) were added (R)-2-methylpropane-2-sulfinamide (7.17 g, 59.1 mmol) and titanium (iv) ethoxide (15.30 ml, 73.9 mmol) and the resulting mixture was heated to reflux for 1.5 h. The reaction went to completion, brought to rt, and brine was added. The suspension was filtered, the filtrate was washed with brine, the organics extracts were combined, dried over Na2SO4, concentrated and chromatographed on silic... Starting materials: C1=CC=C(C=2C3=CC=CC=C3NC12)OCC#N ((9H-carbazol-4-yloxy)acetonitrile), CO (Methanol). The solvent is C1CCOC1 (THF). Conditions: temperature 85 celsius. Yields the product C1=CC=C(C=2C3=CC=CC=C3NC12)OCCN (2-(9H-Carbazol-4-yloxy)ethylamine). Isolated yield 52.9%. RXN SMILES: [CH:1]1[C:13]2[NH:12][C:11]3[C:6](=[CH:7][CH:8]=[CH:9][CH:10]=3)[C:5]=2[C:4]([O:14][CH2:15][C:16]#[N:17])=[CH:3][CH:2]=1.CO>C1COCC1>[CH:1]1[C:13]2[NH:12][C:11]3[C:6](=[CH:7][CH:8]=[CH:9][CH:10]=3)[C:5]=2[C:4]([O:14][CH2:15][CH2:16][NH2:17])=[CH:3][CH:2]=1. Procedure: To a mixture of (9H-carbazol-4-yloxy)acetonitrile (1.13 g, 5.1 mmol) in dry THF (50 mL) is added borane-methyl sulfide complex (1.4 mL, 15.3 mmol). The mixture is heated at 85° C. for 6 h. Methanol is added slowly until gas evolution ceased. The solvents are removed under reduced pressure. Methanol (20 mL) is added then removed under reduced pressure. Methanol (50 mL) and concentrated hydrochloric acid are added and the mixture heated at 65° C. overnight. The mixture is neutralized with saturate...